This data is from the Open Reaction Database (ORD), a public repository of structured organic reaction records. The task is: describe an organic reaction: reactants, conditions, products, and yield Starting materials: CN1C(CC[C@@]2(C3=C(CC[C@@H]12)C=C(C=C3)Br)C)=O ((+)-(4aR)-(10bR)-4-methyl-8-bromo-10b-methyl-1,2,3,4,4a,5,6,10b-octahydrobenzo[f]quinolin-3-one), FC(OC1=CC=C(C=C1)B(O)O)(F)F (4-trifluoromethoxyphenylboronic acid), C([O-])([O-])=O.[Na+].[Na+] (sodium carbonate), C1CCOC1 (THF). The reagents and catalysts are [Pd].C1(=CC=CC=C1)P(C1=CC=CC=C1)C1=CC=CC=C1.C1(=CC=CC=C1)P(C1=CC=CC=C1)C1=CC=CC=C1.C1(=CC=CC=C1)P(C1=CC=CC=C1)C1=CC=CC=C1.C1(=CC=CC=C1)P(C1=CC=CC=C1)C1=CC=CC=C1 (tetrakis (triphenylphosphine) palladium (0)). Solvent: C(Cl)(Cl)Cl (chloroform). Yields the product CN1C(CC[C@@]2(C3=C(CC[C@@H]12)C=C(C=C3)C3=CC=C(C=C3)OC(F)(F)F)C)=O ((+)-(4aR)-(10bR)-4-methyl-8-(4-trifluoromethoxy phenyl)-10b-methyl-1,2,3,4,4a,5,6,10b-octahydrobenzo[f]quinolin-3-one). The yield is 54.1%. Reaction SMILES: [CH3:1][N:2]1[C@H:11]2[C@@:6]([CH3:17])([C:7]3[CH:15]=[CH:14][C:13](Br)=[CH:12][C:8]=3[CH2:9][CH2:10]2)[CH2:5][CH2:4][C:3]1=[O:18].[F:19][C:20]([F:32])([F:31])[O:21][C:22]1[CH:27]=[CH:26][C:25](B(O)O)=[CH:24][CH:23]=1.C(=O)([O-])[O-].[Na+].[Na+].C1COCC1>C(Cl)(Cl)Cl.[Pd].C1(P(C2C=CC=CC=2)C2C=CC=CC=2)C=CC=CC=1.C1(P(C2C=CC=CC=2)C2C=CC=CC=2)C=CC=CC=1.C1(P(C2C=CC=CC=2)C2C=CC=CC=2)C=CC=CC=1.C1(P(C2C=CC=CC=2)C2C=CC=CC=2)C=CC=CC=1>[CH3:1][N:2]1[C@H:11]2[C@@:6]([CH3:17])([C:7]3[CH:15]=[CH:14][C:13]([C:25]4[CH:24]=[CH:23][C:22]([O:21][C:20]([F:19])([F:31])[F:32])=[CH:27][CH:26]=4)=[CH:12][C:8]=3[CH2:9][CH2:10]2)[CH2:5][CH2:4][C:3]1=[O:18] |f:2.3.4,7.8.9.10.11|. Reported procedure: A 15 mL round bottom flask was charged with (+)-(4aR)-(10bR)-4-methyl-8-bromo-10b-methyl-1,2,3,4,4a,5,6,10b-octahydrobenzo[f]quinolin-3-one (200 mg, 0.65 mmol), tetrakis (triphenylphosphine) palladium (0) (23 mg, 0.02 mmol), 4-trifluoromethoxyphenylboronic acid (161 mg, 0.78 mmol), 0.65 mL of 2M sodium carbonate solution and 2 mL of THF, fitted with a reflux condenser, and the stirred mixture was heated at 80°, under nitrogen, for 24 h. The mixture was cooled, diluted with chloroform (50 mL) and... Reactants: [Br-].C(C)(=O)OC1=C(C=C[N+]2=CC=CC=C12)Br (1-acetoxy-2-bromoquinolizinium bromide), COC1=CC=C(C=C1)N (p-anisidine), C(C)(C)O (isopropanol). Run in C(C)(=O)OCC (ethyl acetate). The product is COC1=CC=C(C=C1)[NH3+].[Br-].BrC1=C(C2=CC=CC=[N+]2C=C1)O.[Br-] (2-Bromo-1-hydroxyquinolizinium bromide p-anisidinium salt). As a reaction SMILES: [Br-:1].[C:2]([O:5][C:6]1[C:15]2[N+:10](=[CH:11][CH:12]=[CH:13][CH:14]=2)[CH:9]=[CH:8][C:7]=1[Br:16])(=O)C.COC1C=CC(N)=CC=1.C(O)(C)C>C(OCC)(=O)C>[CH3:2][O:5][C:6]1[CH:7]=[CH:8][C:9]([NH3+:10])=[CH:14][CH:15]=1.[Br-:16].[Br:16][C:7]1[CH:8]=[CH:9][N+:10]2[C:15](=[CH:14][CH:13]=[CH:12][CH:11]=2)[C:6]=1[OH:5].[Br-:1] |f:0.1,5.6.7.8|. Procedure details: Into a 500 ml., 3-neck flask was placed a mixture of 1-acetoxy-2-bromoquinolizinium bromide (12.0 g., 0.035 mole), p-anisidine (9.6 g., 0.078 mole) and isopropanol (240 ml.). The stirred solution was boiled under reflux for 4.5 hours. After cooling in an ice bath the reaction mixture was treated with ethyl acetate to induce crystallization. The yellow solid (11.0 g., 74%) was removed by filtration, washed with ether and ethyl acetate and dried at 63°. Recrystallization from isopropanol/ethyl act... Reactants: S(=S)(=O)([O-])[O-].[Na+].[Na+] (sodium thiosulfate), C(CCC)OCCOC1=CC=C(C=C1)C=1C=CC2=C(C=C(CCN2CC(C)C)C(=O)NC2=CC(=C(C=C2)SCC=2N(C=CN2)C)C)C1 (7-[4-(2-butoxyethoxy)phenyl]-1-isobutyl-N-[3-methyl-4-[[(1-methylimidazol-2-yl)methyl]sulfanyl]phenyl]-2,3-dihydro-1-benzazepine-4-carboxamide), solution, ClC1=CC(=CC=C1)C(=O)OO (3-chloroperbenzoic acid). Solvent: ClCCl (dichloromethane), ClCCl (dichloromethane). Reaction conditions: time 1 hour. Yields the product C(CCC)OCCOC1=CC=C(C=C1)C=1C=CC2=C(C=C(CCN2CC(C)C)C(=O)NC2=CC(=C(C=C2)S(=O)CC=2N(C=CN2)C)C)C1 (7-[4-(2-butoxyethoxy)phenyl]-1-isobutyl-N-[3-methyl-4-[[(1-methylimidazol-2-yl)methyl]sulfinyl]phenyl]-2,3-dihydro-1-benzazepine-4-carboxamide). Yield: 50.8%. RXN SMILES: [CH2:1]([O:5][CH2:6][CH2:7][O:8][C:9]1[CH:14]=[CH:13][C:12]([C:15]2[CH:16]=[CH:17][C:18]3[N:24]([CH2:25][CH:26]([CH3:28])[CH3:27])[CH2:23][CH2:22][C:21]([C:29]([NH:31][C:32]4[CH:37]=[CH:36][C:35]([S:38][CH2:39][C:40]5[N:41]([CH3:45])[CH:42]=[CH:43][N:44]=5)=[C:34]([CH3:46])[CH:33]=4)=[O:30])=[CH:20][C:19]=3[CH:47]=2)=[CH:11][CH:10]=1)[CH2:2][CH2:3][CH3:4].ClC1C=CC=C(C(OO)=[O:56])C=1.S([O-])([O-])(=O)=S.[Na+].[Na+]>ClCCl>[CH2:1]([O:5][CH2:6][CH2:7][O:8][C:9]1[CH:14]=[CH:13][C:12]([C:15]2[CH:16]=[CH:17][C:18]3[N:24]([CH2:25][CH:26]([CH3:27])[CH3:28])[CH2:23][CH2:22][C:21]([C:29]([NH:31][C:32]4[CH:37]=[CH:36][C:35]([S:38]([CH2:39][C:40]5[N:41]([CH3:45])[CH:42]=[CH:43][N:44]=5)=[O:56])=[C:34]([CH3:46])[CH:33]=4)=[O:30])=[CH:20][C:19]=3[CH:47]=2)=[CH:11][CH:10]=1)[CH2:2][CH2:3][CH3:4] |f:2.3.4|. Procedure details: To a solution of 7-[4-(2-butoxyethoxy)phenyl]-1-isobutyl-N-[3-methyl-4-[[(1-methylimidazol-2-yl)methyl]sulfanyl]phenyl]-2,3-dihydro-1-benzazepine-4-carboxamide (200 mg) in dichloromethane (10 ml) was added dropwise 70% solution of 3-chloroperbenzoic acid (113 mg) in dichloromethane (10 ml) at −78° C. After finishing the dropping, the mixture was stirred for 1 hour at −10° C. to −25° C. To the mixture was added an aqueous solution of sodium thiosulfate, and the mixture was allowed to be at room t... Starting materials: Cl (hydrochloric acid), C1=CC(=CC=C1CC(=O)N)O (p-Hydroxyphenylacetamide), [OH-].[Na+] (sodium hydroxide), C(Cl)C1CO1 (Epichlorohydrin), C(C)(C)N (isopropylamine). Solvent: O (water). Reaction conditions: temperature 5 celsius, time 24 hour. Product: CC(C)NC[C@@H](COC1=CC=C(C=C1)CC(=O)N)O ((S)-atenolol). Yield: 96.9%. Reaction SMILES: [CH:1]1[C:6]([CH2:7][C:8]([NH2:10])=[O:9])=[CH:5][CH:4]=[C:3]([OH:11])[CH:2]=1.[OH-].[Na+].[CH2:14]([CH:16]1[O:18][CH2:17]1)Cl.Cl.[CH:20]([NH2:23])([CH3:22])[CH3:21]>O>[CH3:21][CH:20]([NH:23][CH2:14][C@H:16]([OH:18])[CH2:17][O:11][C:3]1[CH:4]=[CH:5][C:6]([CH2:7][C:8]([NH2:10])=[O:9])=[CH:1][CH:2]=1)[CH3:22] |f:1.2|. Reported procedure: p-Hydroxyphenylacetamide (30.02 g) was dissolved in 106.5 g of water containing sodium hydroxide (9.6 g) and the solution was cooled to 5° C. Epichlorohydrin (18.5 g, 98.9% e.e.) was dropped in the solution over a period of 10 minutes and the mixture was stirred for 24 hours at the same temperature. After confirmation of the progress of the reaction being 98% by HPLC, the reaction mixture was neutralized with 0.1 N hydrochloric acid at the same temperature and then dropped in isopropylamine (240... The reactants are CS(=O)(=O)O (methanesulfonic acid), CC(C)[C@@H]1C(=O)N2CCC[C@H]2[C@]3(N1C(=O)[C@](O3)(C(C)C)NC(=O)[C@H]4CN([C@H]5CC6=CNC7=CC=CC(=C67)C5=C4)C)O (Ergocorninine), C(C)OCC (diethylether). The solvent is C(C)O (ethanol). Product: CC(C)[C@@H]1C(=O)N2CCC[C@H]2[C@]3(N1C(=O)[C@](O3)(C(C)C)NC(=O)[C@H]4CN([C@H]5CC6=CNC7=CC=CC(=C67)C5=C4)C)O.CS(=O)(=O)O (Ergocorninine methanesulfonate). Reaction SMILES: [CH3:1][CH:2]([C@H:4]1[N:13]2[C:14]([C@@:16]([NH:21][C:22]([C@@H:24]3[CH:39]=[C:38]4[C@H:27]([CH2:28][C:29]5[C:37]6[C:32](=[CH:33][CH:34]=[CH:35][C:36]=64)[NH:31][CH:30]=5)[N:26]([CH3:40])[CH2:25]3)=[O:23])([CH:18]([CH3:20])[CH3:19])[O:17][C@@:12]2([OH:41])[C@H:11]2[N:7]([CH2:8][CH2:9][CH2:10]2)[C:5]1=[O:6])=[O:15])[CH3:3].[CH3:42][S:43]([OH:46])(=[O:45])=[O:44].C(OCC)C>C(O)C>[CH3:3][CH:2]([C@H:4]1[N:13]2[C:14]([C@@:16]([NH:21][C:22]([C@@H:24]3[CH:39]=[C:38]4[C@H:27]([CH2:28][C:29]5[C:37]6[C:32](=[CH:33][CH:34]=[CH:35][C:36]=64)[NH:31][CH:30]=5)[N:26]([CH3:40])[CH2:25]3)=[O:23])([CH:18]([CH3:19])[CH3:20])[O:17][C@@:12]2([OH:41])[C@H:11]2[N:7]([CH2:8][CH2:9][CH2:10]2)[C:5]1=[O:6])=[O:15])[CH3:1].[CH3:42][S:43]([OH:46])(=[O:45])=[O:44] |f:4.5|. Procedure details: Ergocorninine (1.50 g; 2.67 mmoles) was dissolved in absolute ethanol (20 ml), containing methanesulfonic acid (0.21 ml; 2.93 mmoles). The clear solution was poured into absolute diethylether (300 ml) while stirring. The precipitated salt was filtered off and dried in vacuo. Ergocorninine methanesulfonate (1.64 g; 98.2% of the theory) with a melting point of 178°-179° C. was obtained. The reactants are OCC1=CC=C(C=C1)N1CCN(CC1)C(=O)OC(C)(C)C (tert-butyl 4-(4-(hydroxymethyl)phenyl)piperazine-1-carboxylate), C1(=CC=CC=C1)P(C1=CC=CC=C1)C1=CC=CC=C1 (triphenylphosphine), FCCO (2-fluoroethanol), CC(C)OC(=O)/N=N/C(=O)OC(C)C (diisopropylazodicarboxylate). Run in O (water), C1CCOC1 (THF). Conditions: time 8 hour. The product is FCCOCC1=CC=C(C=C1)N1CCN(CC1)C(=O)OC(C)(C)C (tert-butyl 4-(4-((2-fluoroethoxy)methyl)phenyl)piperazine-1carboxylate). The yield is 22.6%. Reaction SMILES: [OH:1][CH2:2][C:3]1[CH:8]=[CH:7][C:6]([N:9]2[CH2:14][CH2:13][N:12]([C:15]([O:17][C:18]([CH3:21])([CH3:20])[CH3:19])=[O:16])[CH2:11][CH2:10]2)=[CH:5][CH:4]=1.C1(P(C2C=CC=CC=2)C2C=CC=CC=2)C=CC=CC=1.[F:41][CH2:42][CH2:43]O.CC(OC(/N=N/C(OC(C)C)=O)=O)C>C1COCC1.O>[F:41][CH2:42][CH2:43][O:1][CH2:2][C:3]1[CH:4]=[CH:5][C:6]([N:9]2[CH2:10][CH2:11][N:12]([C:15]([O:17][C:18]([CH3:21])([CH3:20])[CH3:19])=[O:16])[CH2:13][CH2:14]2)=[CH:7][CH:8]=1. Procedure: To a solution of tert-butyl 4-(4-(hydroxymethyl)phenyl)piperazine-1-carboxylate (100 mg, 0.34 mmol) in THF (1 mL) was added triphenylphosphine (135 mg, 0.51 mmol), 2-fluoroethanol (24 μL, 0.41 mmol) and diisopropylazodicarboxylate (99 μL, 0.51 mmol). The reaction mixture stirred at room temperature overnight. The next day the reaction mixture was diluted with water (5 mL) and extracted with EtOAc (2×10 mL). The combined organic layers were washed with water (20 mL) and brine (20 mL), dried over ... The reactants are C(C)C1=C(C=2N3C(C=C(C=C13)OC)=CC2)C2=CC=C(C=C2)OC (1-ethyl-6-methoxy-2-(4-methoxyphenyl)pyrrolo[2,1,5-cd]indolizine), B(Br)(Br)Br (boron tribromide). The solvent is ClCCl (dichloromethane), ClCCl (dichloromethane). The product is C(C)C1=C(C=2N3C(C=C(C=C13)O)=CC2)C2=CC=C(C=C2)O (1-Ethyl-6-hydroxy-2-(4-hydroxyphenyl)pyrrolo[2,1,5-cd]indolizine). Isolated yield 42.8%. RXN SMILES: [CH2:1]([C:3]1[C:11]2[N:6]3[C:7](=[CH:14][CH:15]=[C:5]3[C:4]=1[C:16]1[CH:21]=[CH:20][C:19]([O:22]C)=[CH:18][CH:17]=1)[CH:8]=[C:9]([O:12]C)[CH:10]=2)[CH3:2].B(Br)(Br)Br>ClCCl>[CH2:1]([C:3]1[C:11]2[N:6]3[C:7](=[CH:14][CH:15]=[C:5]3[C:4]=1[C:16]1[CH:21]=[CH:20][C:19]([OH:22])=[CH:18][CH:17]=1)[CH:8]=[C:9]([OH:12])[CH:10]=2)[CH3:2]. Procedure details: A solution of 1-ethyl-6-methoxy-2-(4-methoxyphenyl)pyrrolo[2,1,5-cd]indolizine (115 mg, 0.337 mmol) in 3 ml of dichloromethane was cooled to -70° C. and 1.05 ml of a 1M boron tribromide solution in dichloromethane was added. When the addition was complete, the cooling source was removed and the mixture allowed to reach room temperature. The reaction mixture was poured into a stirred mixture of dichloromethane (125 ml) and a saturated sodium hydrogen carbonate solution (125 ml). The pH was adjust...